This data is from the Open Reaction Database (ORD), a public repository of structured organic reaction records. The task is: describe an organic reaction: reactants, conditions, products, and yield Starting materials: OC=1C(=C2CCC(OC2=C(C1C)C)(C)COC1=CC=C(CC2C(NC(S2)=O)=O)C=C1)C (5-[4-(6-hydroxy-2,5,7,8-tetramethylchroman-2-ylmethoxy)benzyl]thiazolidine-2,4-dione), C([O-])([O-])=O.[K+].[K+] (potassium carbonate), C(C)I (ethyl iodide). Run in CC(=O)C (acetone). The product is C(C)N1C(SC(C1=O)CC1=CC=C(C=C1)OCC1(OC2=C(C(=C(C(=C2CC1)C)O)C)C)C)=O (3-Ethyl-5-[4-(6-hydroxy-2,5,7,8-tetramethylchroman-2-ylmethoxy)benzyl]thiazolidine-2,4dione). Reaction SMILES: [OH:1][C:2]1[C:3]([CH3:31])=[C:4]2[C:9](=[C:10]([CH3:13])[C:11]=1[CH3:12])[O:8][C:7]([CH2:15][O:16][C:17]1[CH:30]=[CH:29][C:20]([CH2:21][CH:22]3[S:26][C:25](=[O:27])[NH:24][C:23]3=[O:28])=[CH:19][CH:18]=1)([CH3:14])[CH2:6][CH2:5]2.C(=O)([O-])[O-].[K+].[K+].[CH2:38](I)[CH3:39]>CC(C)=O>[CH2:38]([N:24]1[C:23](=[O:28])[CH:22]([CH2:21][C:20]2[CH:29]=[CH:30][C:17]([O:16][CH2:15][C:7]3([CH3:14])[CH2:6][CH2:5][C:4]4[C:9](=[C:10]([CH3:13])[C:11]([CH3:12])=[C:2]([OH:1])[C:3]=4[CH3:31])[O:8]3)=[CH:18][CH:19]=2)[S:26][C:25]1=[O:27])[CH3:39] |f:1.2.3|. Procedure details: Following the procedure described in Example 44, 0.58 g of 5-[4-(6-hydroxy-2,5,7,8-tetramethylchroman-2-ylmethoxy)benzyl]thiazolidine-2,4-dione [prepared as described in Example 27(b)], 0.27 g of anhydrous potassium carbonate, 0.6 g of ethyl iodide and 5 ml of acetone gave the title compound. The reactants are Cl.Cl.Cl.CN1N=CC2=CC(=CC=C12)NC=1C2=C(N=CN1)NC(=C2)C=2CCNCC2 ((1-methyl-1H-indazol-5-yl)-[6-(1,2,3,6-tetrahydropyridin-4-yl)-7H-pyrrolo[2,3-d]pyrimidin-4-yl]-amine tris-hydrochloride), C(C)(C)N(C(C)C)CC (N,N-diisopropylethylamine), C(C)(C)(C)N=C=O (tert-butyl isocyanate), C(C)(C)(C)N=C=O (tert-butyl isocyanate). The solvent is CN(C)C=O (DMF), CN(C)C=O (DMF), CN(C)C=O (DMF). Run at temperature -20 celsius, time 1 hour. The product is C(C)(C)(C)NC(=O)N1CCC(=CC1)C1=CC2=C(N=CN=C2NC=2C=C3C=NN(C3=CC2)C)N1 (4-[4-(1-Methyl-1H-indazol-5-ylamino)-7H-pyrrolo[2,3-d]pyrimidin-6-yl]-3,6-dihydro-2H-pyridine-1-carboxylic acid tert-butylamide). Reaction SMILES: Cl.Cl.Cl.[CH3:4][N:5]1[C:13]2[C:8](=[CH:9][C:10]([NH:14][C:15]3[C:16]4[CH:23]=[C:22]([C:24]5[CH2:25][CH2:26][NH:27][CH2:28][CH:29]=5)[NH:21][C:17]=4[N:18]=[CH:19][N:20]=3)=[CH:11][CH:12]=2)[CH:7]=[N:6]1.C(N(CC)C(C)C)(C)C.[C:39]([N:43]=[C:44]=[O:45])([CH3:42])([CH3:41])[CH3:40]>CN(C=O)C>[C:39]([NH:43][C:44]([N:27]1[CH2:26][CH:25]=[C:24]([C:22]2[NH:21][C:17]3[N:18]=[CH:19][N:20]=[C:15]([NH:14][C:10]4[CH:9]=[C:8]5[C:13](=[CH:12][CH:11]=4)[N:5]([CH3:4])[N:6]=[CH:7]5)[C:16]=3[CH:23]=2)[CH2:29][CH2:28]1)=[O:45])([CH3:42])([CH3:41])[CH3:40] |f:0.1.2.3|. Procedure details: To a suspension of (1-methyl-1H-indazol-5-yl)-[6-(1,2,3,6-tetrahydropyridin-4-yl)-7H-pyrrolo[2,3-d]pyrimidin-4-yl]-amine tris-hydrochloride (166.8 mg, 0.3631 mmol, 1 eq) in anhydrous DMF (17 mL), N,N-diisopropylethylamine (DiPEA) (260 μL, 4.1 eq) was added at rt. The solution was then cooled to −20° C., after which tert-butyl isocyanate (36.5 mg, 0.368 mmol, 1 eq in anhydrous DMF (2 mL) was added. The solution was stirred at rt for 1 h. The reaction was cooled to 0° C., after which additional te... Reactants: Cl[Ce](Cl)Cl (cerous(III)-chloride), FC(C1=CC=C(C=C1)N1C(C2(CC1)CCC(CC2)=O)=O)(F)F (2-(4-Trifluoromethyl-phenyl)-2-aza-spiro[4.5]decane-1,8-dione), FC(C1=CC=C(C=C1)N1C(C2(CC1)CCC(CC2)=O)=O)(F)F (2-(4-Trifluoromethyl-phenyl)-2-aza-spiro[4.5]decane-1,8-dione), C(=C)(C)[Mg]Br (isopropenylmagnesium bromide). Yields the product OC1(CCC2(CCN(C2=O)C2=CC=C(C=C2)C(F)(F)F)CC1)C(=C)C (8-hydroxy-8-(prop-1-en-2-yl)-2-(4-(trifluoromethyl)phenyl)-2-aza-spiro[4.5]decan-1-one). As a reaction SMILES: [F:1][C:2]([F:22])([F:21])[C:3]1[CH:8]=[CH:7][C:6]([N:9]2[CH2:13][CH2:12][C:11]3([CH2:18][CH2:17][C:16](=[O:19])[CH2:15][CH2:14]3)[C:10]2=[O:20])=[CH:5][CH:4]=1.[C:23]([Mg]Br)([CH3:25])=[CH2:24].Cl[Ce](Cl)Cl>>[OH:19][C:16]1([C:23]([CH3:25])=[CH2:24])[CH2:15][CH2:14][C:11]2([C:10](=[O:20])[N:9]([C:6]3[CH:7]=[CH:8][C:3]([C:2]([F:1])([F:21])[F:22])=[CH:4][CH:5]=3)[CH2:13][CH2:12]2)[CH2:18][CH2:17]1. Procedure details: The title compound was prepared in analogy to example 55 from 2-(4-trifluoromethyl-phenyl)-2-aza-spiro[4.5]decane-1,8-dione (product of example 208, step 2) by reaction with isopropenylmagnesium bromide (0.5 M in THF), but without use of anhydrous cerous(III)-chloride in the reaction, as a light yellow solid. MS (m/e): 353 [M F]. Reactants: COC1=C(CN2C(C=3N(C(=C2)CC2=CC(=C(C#N)C=C2)F)C=CC3)=O)C=CC(=C1)OC (4-{[2-(2,4-Dimethoxybenzyl)-1-oxo-1,2-dihydropyrrolo[1,2-a]pyrazin-4-yl]methyl}-2-fluorobenzonitrile). Run in C(Cl)Cl (DCM), C(=O)(C(F)(F)F)O (TFA), C(Cl)Cl (DCM), C1(=CC=CC=C1)C (toluene). Conditions: temperature 120 celsius. Yields the product FC1=C(C#N)C=CC(=C1)CC1=CNC(C=2N1C=CC2)=O (2-Fluoro-4-[(1-oxo-1,2-dihydropyrrolo[1,2-a]pyrazin-4-yl)methyl]benzonitrile). RXN SMILES: COC1C=C(OC)C=CC=1C[N:6]1[CH:11]=[C:10]([CH2:12][C:13]2[CH:20]=[CH:19][C:16]([C:17]#[N:18])=[C:15]([F:21])[CH:14]=2)[N:9]2[CH:22]=[CH:23][CH:24]=[C:8]2[C:7]1=[O:25]>C(Cl)Cl.C(O)(C(F)(F)F)=O.C1(C)C=CC=CC=1>[F:21][C:15]1[CH:14]=[C:13]([CH2:12][C:10]2[N:9]3[CH:22]=[CH:23][CH:24]=[C:8]3[C:7](=[O:25])[NH:6][CH:11]=2)[CH:20]=[CH:19][C:16]=1[C:17]#[N:18]. Procedure details: A solution of A3 (1 eq) in a mixture of DCM and TFA (2:1) was heated in a microwave oven at 120° C. for 10 min. The reaction mixture was diluted with DCM and toluene and concentrated under reduced pressure. The resulting crude was diluted with DCM and washed with sat. aq. NaHCO3 solution, dried (Na2SO4) and concentrated under reduced pressure. The resulting crude was purified by Biotage system eluting with EtOAc/petrol ether to obtain the desired compound. MS (ES) C15H10FN3O requires: 267, found... Reactants: NC1=C(C=C(C(=O)OCCCCCl)C=C1CN1CCCC1)Br (4-(4-amino-3-bromo-5-pyrrolidinomethyl-benzoyloxy)-n-butyl chloride), ClC1=C(C(=CC=C1)Cl)NC1=C(C=CC=C1)CC(=O)[O-].[Na+] (sodium 2-[(2,6-dichlorophenyl)-amino]-phenylacetate). Product: NC1=C(C=C(C(=O)OCCCCOC(CC2=C(C=CC=C2)NC2=C(C=CC=C2Cl)Cl)=O)C=C1CN1CCCC1)Br (1-(4-Amino-3-bromo-5-pyrrolidinomethyl-benzoyloxy)-4-{2-[(2,6-dichlorophenyl)-amino]-phenylacetoxy}-n-butane). Reaction SMILES: [NH2:1][C:2]1[C:15]([CH2:16][N:17]2[CH2:21][CH2:20][CH2:19][CH2:18]2)=[CH:14][C:5]([C:6]([O:8][CH2:9][CH2:10][CH2:11][CH2:12]Cl)=[O:7])=[CH:4][C:3]=1[Br:22].[Cl:23][C:24]1[CH:29]=[CH:28][CH:27]=[C:26]([Cl:30])[C:25]=1[NH:31][C:32]1[CH:37]=[CH:36][CH:35]=[CH:34][C:33]=1[CH2:38][C:39]([O-:41])=[O:40].[Na+]>>[NH2:1][C:2]1[C:15]([CH2:16][N:17]2[CH2:21][CH2:20][CH2:19][CH2:18]2)=[CH:14][C:5]([C:6]([O:8][CH2:9][CH2:10][CH2:11][CH2:12][O:41][C:39](=[O:40])[CH2:38][C:33]2[CH:34]=[CH:35][CH:36]=[CH:37][C:32]=2[NH:31][C:25]2[C:24]([Cl:23])=[CH:29][CH:28]=[CH:27][C:26]=2[Cl:30])=[O:7])=[CH:4][C:3]=1[Br:22] |f:1.2|. Reported procedure: This compound was prepared from 4-(4-amino-3-bromo-5-pyrrolidinomethyl-benzoyloxy)-n-butyl chloride and sodium 2-[(2,6-dichlorophenyl)-amino]-phenylacetate analogous to Example 8. The reactants are OC1CCC(CC1)OC1=NC=CC=C1NC=1C2=C(N=CN1)SC(=C2C)C(=O)O (4-[2-(4-hydroxy-cyclohexyloxy)-pyridin-3-ylamino]-5-methyl-thieno[2,3-d]pyrimidine-6-carboxylic acid), N (ammonia). Solvent: CO (methanol), CN(C)C=O (DMF). The product is O[C@H]1CC[C@H](CC1)OC1=NC=CC=C1NC=1C2=C(N=CN1)SC(=C2C)C(=O)N (4-[2-(cis-4-Hydroxy-cyclohexyloxy)-pyridin-3-ylamino]-5-methyl-thieno[2,3-d]pyrimidine-6-carboxylic acid amide). Reaction SMILES: [OH:1][CH:2]1[CH2:7][CH2:6][CH:5]([O:8][C:9]2[C:14]([NH:15][C:16]3[C:17]4[C:24]([CH3:25])=[C:23]([C:26](O)=[O:27])[S:22][C:18]=4[N:19]=[CH:20][N:21]=3)=[CH:13][CH:12]=[CH:11][N:10]=2)[CH2:4][CH2:3]1.[NH3:29]>CO.CN(C=O)C>[OH:1][C@@H:2]1[CH2:3][CH2:4][C@H:5]([O:8][C:9]2[C:14]([NH:15][C:16]3[C:17]4[C:24]([CH3:25])=[C:23]([C:26]([NH2:29])=[O:27])[S:22][C:18]=4[N:19]=[CH:20][N:21]=3)=[CH:13][CH:12]=[CH:11][N:10]=2)[CH2:6][CH2:7]1. Procedure: Prepared analogously to 1.4 from 0.1 g 4-[2-(4-hydroxy-cyclohexyloxy)-pyridin-3-ylamino]-5-methyl-thieno[2,3-d]pyrimidine-6-carboxylic acid and ammonia in methanol (7M) in DMF. Separated from trans isomer by chromatography.